This data is from the Open Reaction Database (ORD), a public repository of structured organic reaction records. The task is: describe an organic reaction: reactants, conditions, products, and yield The reactants are ice water, [N+](=O)([O-])C1=CC=C(C=C1)C(C)=O (1-(4-nitrophenyl)ethanone), COC(N)OC (bis(methyloxy)methanamine), O.NN (hydrazine monohydrate). The solvent is CN(C=O)C (N,N-dimethylformamide). Conditions: temperature 70 celsius, time 2 hour. Yields the product [N+](=O)([O-])C1=CC=C(C=C1)C1=CC=NN1 (5-(4-nitrophenyl)-1H-pyrazole). Yield: 98.0%. Reaction SMILES: [N+:1]([C:4]1[CH:9]=[CH:8][C:7]([C:10](=O)[CH3:11])=[CH:6][CH:5]=1)([O-:3])=[O:2].CO[CH:15](OC)[NH2:16].O.[NH2:20]N>CN(C)C=O>[N+:1]([C:4]1[CH:9]=[CH:8][C:7]([C:10]2[NH:20][N:16]=[CH:15][CH:11]=2)=[CH:6][CH:5]=1)([O-:3])=[O:2] |f:2.3|. Procedure details: A solution of 1-(4-nitrophenyl)ethanone (605.5 mmol) and bis(methyloxy)methanamine (726 mmol) in N,N-dimethylformamide (1000 mL) was stirred for 1 h at 80° C. The reaction was concentrated in vacuo, the residue was dissolved in ethanol (1000 mL) and treated with hydrazine monohydrate (1816 mmol). After the reaction stirred 2 h at 70° C. it was cooled to room temperature and poured into ice-water (2000 mL). Product precipitated out of solution, which was filtered, washed with water (4×500 mL) and...